Dataset: the Open Reaction Database (ORD), a public repository of structured organic reaction records. Task: describe an organic reaction: reactants, conditions, products, and yield Reactants: O=C(O)c1c(-c2ccccc2)ccnc1Cl, C1CCOC1, O=S(Cl)Cl. Yields the product OCc1c(-c2ccccc2)ccnc1Cl. As a reaction SMILES: [Cl:1][c:2]1[c:3]([C:4](=[O:5])[OH:6])[c:7](-[c:11]2[cH:12][cH:13][cH:14][cH:15][cH:16]2)[cH:8][cH:9][n:10]1.[O:21]1[CH2:22][CH2:23][CH2:24][CH2:25]1.[S:17]([Cl:18])([Cl:19])=[O:20]>>[Cl:1][c:2]1[c:3]([CH2:4][OH:5])[c:7](-[c:11]2[cH:12][cH:13][cH:14][cH:15][cH:16]2)[cH:8][cH:9][n:10]1. Starting materials: BrC1=CC=C2CCN(CC2=C1)C1=NC(=NC(=C1)N1CCN(CC1)C)N (4-(7-bromo-3,4-dihydroisoquinolin-2(1H)-yl)-6-(4-methylpiperazin-1-yl)pyrimidin-2-amine), Cl.CN1C(C=C(C=C1)C=1CCNCC1)=O (1-methyl-4-(1,2,3,6-tetrahydropyridin-4-yl)pyridin-2(1H)-one hydrochloride). Product: NC1=NC(=CC(=N1)N1CC2=CC(=CC=C2CC1)N1CCC(CC1)C1=CC(N(C=C1)C)=O)N1CCN(CC1)C (4-(1-{2-[2-amino-6-(4-methylpiperazin-1-yl)pyrimidin-4-yl]-1,2,3,4-tetrahydroisoquinolin-7-yl}piperidin-4-yl)-1-methylpyridin-2(1H)-one). As a reaction SMILES: Br[C:2]1[CH:11]=[C:10]2[C:5]([CH2:6][CH2:7][N:8]([C:12]3[CH:17]=[C:16]([N:18]4[CH2:23][CH2:22][N:21]([CH3:24])[CH2:20][CH2:19]4)[N:15]=[C:14]([NH2:25])[N:13]=3)[CH2:9]2)=[CH:4][CH:3]=1.Cl.[CH3:27][N:28]1[CH:33]=[CH:32][C:31]([C:34]2[CH2:35][CH2:36][NH:37][CH2:38][CH:39]=2)=[CH:30][C:29]1=[O:40]>>[NH2:25][C:14]1[N:13]=[C:12]([N:8]2[CH2:7][CH2:6][C:5]3[C:10](=[CH:11][C:2]([N:37]4[CH2:36][CH2:35][CH:34]([C:31]5[CH:32]=[CH:33][N:28]([CH3:27])[C:29](=[O:40])[CH:30]=5)[CH2:39][CH2:38]4)=[CH:3][CH:4]=3)[CH2:9]2)[CH:17]=[C:16]([N:18]2[CH2:23][CH2:22][N:21]([CH3:24])[CH2:20][CH2:19]2)[N:15]=1 |f:1.2|. Procedure: This compound was prepared by using procedures analogous to those described for the synthesis of Example 36 starting from 4-(7-bromo-3,4-dihydroisoquinolin-2(1H)-yl)-6-(4-methylpiperazin-1-yl)pyrimidin-2-amine and 1-methyl-4-(1,2,3,6-tetrahydropyridin-4-yl)pyridin-2(1H)-one hydrochloride. LCMS (M+H)+: m/z=515.3. Reactants: CCO, CC(C)(C)OC(=O)N1CC2CN(c3nc(-c4ccc([N+](=O)[O-])cc4)nc4c3cnn4CC(F)(F)F)CC(C1)O2, C1CCOC1. Yields the product CC(C)(C)OC(=O)N1CC2CN(c3nc(-c4ccc(N)cc4)nc4c3cnn4CC(F)(F)F)CC(C1)O2. Reaction SMILES: [CH3:45][CH2:46][OH:47].[N+:1]([O-:2])(=[O:3])[c:4]1[cH:5][cH:6][c:7](-[c:10]2[n:11][c:12]([N:24]3[CH2:25][CH:26]4[CH2:27][N:28]([C:33](=[O:34])[O:35][C:36]([CH3:37])([CH3:38])[CH3:39])[CH2:29][CH:30]([CH2:31]3)[O:32]4)[c:13]3[c:14]([n:15]2)[n:16]([CH2:19][C:20]([F:21])([F:22])[F:23])[n:17][cH:18]3)[cH:8][cH:9]1.[O:40]1[CH2:41][CH2:42][CH2:43][CH2:44]1>>[NH2:1][c:4]1[cH:5][cH:6][c:7](-[c:10]2[n:11][c:12]([N:24]3[CH2:25][CH:26]4[CH2:27][N:28]([C:33](=[O:34])[O:35][C:36]([CH3:37])([CH3:38])[CH3:39])[CH2:29][CH:30]([CH2:31]3)[O:32]4)[c:13]3[c:14]([n:15]2)[n:16]([CH2:19][C:20]([F:21])([F:22])[F:23])[n:17][cH:18]3)[cH:8][cH:9]1. Reactants: CC(C)(C)OC(CCCNC(=O)C1=C(C=CC=C1)SSC1=C(C=CC=C1)C(=O)NCCCC(=O)OC(C)(C)C)=O (4,4'-[Dithiobis(2,1-phenylenecarbonylimino)]bis butanoic acid bis (1,1-dimethylethyl)ester), FC(C(=O)O)(F)F (trifluoroacetic acid), C1(=CC=CC=C1)OC (anisole). The solvent is ClCCl (dichloromethane). Yields the product C1(=C(C=CC=C1)SSC1=C(C=CC=C1)C(=O)NCCCC(=O)O)C(=O)NCCCC(=O)O (4,4'-[Dithiobis(2,1-phenylene carbonylimino)]bis butanoic acid). Yield: 139.9%. RXN SMILES: CC([O:5][C:6](=[O:40])[CH2:7][CH2:8][CH2:9][NH:10][C:11]([C:13]1[CH:18]=[CH:17][CH:16]=[CH:15][C:14]=1[S:19][S:20][C:21]1[CH:26]=[CH:25][CH:24]=[CH:23][C:22]=1[C:27]([NH:29][CH2:30][CH2:31][CH2:32][C:33]([O:35]C(C)(C)C)=[O:34])=[O:28])=[O:12])(C)C.FC(F)(F)C(O)=O.C1(OC)C=CC=CC=1>ClCCl>[C:22]1([C:27]([NH:29][CH2:30][CH2:31][CH2:32][C:33]([OH:35])=[O:34])=[O:28])[CH:23]=[CH:24][CH:25]=[CH:26][C:21]=1[S:20][S:19][C:14]1[CH:15]=[CH:16][CH:17]=[CH:18][C:13]=1[C:11]([NH:10][CH2:9][CH2:8][CH2:7][C:6]([OH:40])=[O:5])=[O:12]. Procedure details: This compound was prepared according to the procedure described in Example 50 using 4,4'-[dithiobis(2,1-phenylenecarbonylimino)]bis butanoic acid bis (1,1-dimethylethyl) ester (0.5 g, 0.9 mmol) from Example 43, 10 mL dichloromethane, 10 mL trifluoroacetic acid, and 1 mL anisole. The crude product was recrystallized from methanol/dimethylformamide/water to afford 0.6 g of the title compound, mp 165°-166° C. Reaction SMILES: [C:1]([C:4]1[CH:5]=[CH:6][C:7]2[O:12][CH2:11][CH:10]([C:13](N)=[O:14])[O:9][C:8]=2[CH:16]=1)(=[O:3])[CH3:2].[CH2:17]([OH:19])[CH3:18]>Cl>[C:1]([C:4]1[CH:5]=[CH:6][C:7]2[O:12][CH2:11][CH:10]([C:13]([O:19][CH2:17][CH3:18])=[O:14])[O:9][C:8]=2[CH:16]=1)(=[O:3])[CH3:2]. Procedure details: Heat a solution of 3 g (13.5 mmol) of 7-acetyl-2,3-dihydro-1,4-benzodioxin-2-carboxamide dissolved in 100 cm3 of ethanol saturated with hydrochloric acid at reflux for 18 hours under a nitrogen atmosphere. After cooling, the reaction mixture is filtered, concentrated and, after neutralisation with sodium hydrogen carbonate, extracted with methylene chloride. The crude product obtained by concentrating the organic phase to dryness is purified by chromatography on a silica column (eluant: petroleu... Solvent: Cl (hydrochloric acid). The reactants are C(C)(=O)C=1C=CC2=C(OC(CO2)C(=O)N)C1 (7-acetyl-2,3-dihydro-1,4-benzodioxin-2-carboxamide), C(C)O (ethanol). The yield is 75.0%. Product: C(C)(=O)C=1C=CC2=C(OC(CO2)C(=O)OCC)C1 (Ethyl 7-acetyl-2,3-dihydro-1,4-benzodioxin-2-carboxylate). Starting materials: C1=CC=CC=2N(CC3=C(CC21)C=CC=C3)CCOCCO (2-(2-(6,11-dihydro-5H-dibenz[b,e]azepin-5-yl)ethoxy)ethanol), CS(=O)(=O)Cl (methanesulfonyl chloride), C([O-])([O-])=O.[K+].[K+] (potassium carbonate), C(=O)(O)C(O)C(O)C(=O)O.N1C[C@@H](CCC1)C(=O)OCC (ethyl (R)-3-piperidinecarboxylate tartrate). Run in C(C)(=O)OCC (ethyl acetate), CCCCCCC (n-heptane), C1(=CC=CC=C1)C (toluene), C(C)N(CC)CC (triethylamine), O (Water), O (water), C1(=CC=CC=C1)C (toluene), CC(=O)CC(C)C (methyl isobutylketone). Run at temperature 40 celsius, time 45 minute. Product: C(C)OC(=O)[C@H]1CN(CCC1)CCOCCN1C2=C(CC3=C(C1)C=CC=C3)C=CC=C2 ((R)-N-(2-(2-(6,11-dihydro-5H-dibenz[b,e]azepin-5-yl)ethoxy)ethyl)-3-piperidinecarboxylic acid ethyl ester). The yield is 32.0%. Reaction SMILES: [CH:1]1[C:11]2[CH2:10][C:9]3[CH:12]=[CH:13][CH:14]=[CH:15][C:8]=3[CH2:7][N:6]([CH2:16][CH2:17][O:18][CH2:19][CH2:20]O)[C:5]=2[CH:4]=[CH:3][CH:2]=1.CS(Cl)(=O)=O.C(=O)([O-])[O-].[K+].[K+].C(C(C(C(O)=O)O)O)(O)=O.[NH:43]1[CH2:48][CH2:47][CH2:46][C@@H:45]([C:49]([O:51][CH2:52][CH3:53])=[O:50])[CH2:44]1>C1(C)C=CC=CC=1.CC(CC(C)C)=O.C(OCC)(=O)C.CCCCCCC.O.C(N(CC)CC)C>[CH2:52]([O:51][C:49]([C@@H:45]1[CH2:46][CH2:47][CH2:48][N:43]([CH2:20][CH2:19][O:18][CH2:17][CH2:16][N:6]2[CH2:7][C:8]3[CH:15]=[CH:14][CH:13]=[CH:12][C:9]=3[CH2:10][C:11]3[CH:1]=[CH:2][CH:3]=[CH:4][C:5]2=3)[CH2:44]1)=[O:50])[CH3:53] |f:2.3.4,5.6|. Procedure details: A mixture of the above alcohol (2.1 g, 7.4 mmol), triethylamine (2.6 ml) and toluene (30 ml) placed under an atmosphere of nitrogen was cooled on an ice-bath. A solution of methanesulfonyl chloride (2.1 g, 15 mmol) in toluene (5 ml) was added dropwise. Stirring was continued for 45 minutes on an ice-bath and then the temperature was allowed to reach ambient temperature. Water (20 ml) was added and the mixture was stirred at room temperature for 15 minutes. The phases were separated and the organ... Starting materials: ClC1=CC=C2C(=CNC2=C1)C1CCN(CC1)C (6-chloro-3-(1-methyl-4-piperidinyl)-1H-indole), C(C1=CC=CC=C1)(=O)Cl (benzoyl chloride). The product is C(C1=CC=CC=C1)(=O)N1C=C(C2=CC=C(C=C12)Cl)C1CCN(CC1)C (1-Benzoyl-6-chloro-3-(1-methyl-4-piperidinyl)indole). As a reaction SMILES: [Cl:1][C:2]1[CH:10]=[C:9]2[C:5]([C:6]([CH:11]3[CH2:16][CH2:15][N:14]([CH3:17])[CH2:13][CH2:12]3)=[CH:7][NH:8]2)=[CH:4][CH:3]=1.[C:18](Cl)(=[O:25])[C:19]1[CH:24]=[CH:23][CH:22]=[CH:21][CH:20]=1>>[C:18]([N:8]1[C:9]2[C:5](=[CH:4][CH:3]=[C:2]([Cl:1])[CH:10]=2)[C:6]([CH:11]2[CH2:16][CH2:15][N:14]([CH3:17])[CH2:13][CH2:12]2)=[CH:7]1)(=[O:25])[C:19]1[CH:24]=[CH:23][CH:22]=[CH:21][CH:20]=1. Reported procedure: (25.4 mg, 72%); from 6-chloro-3-(1-methyl-4-piperidinyl)-1H-indole (Example 5b, 25 mg, 0.10 mmol) and benzoyl chloride (21.1 mg, 0.15 mmol), HRMS-FAB+ for C21H21ClN2O, calculated MH+ : 353.14206; found: 353.13873. Starting materials: CN1CCc2[nH]c3ccc(C(=O)O)cc3c2C1, CN1CCCC1=O, C=Cc1ccc(CO)nc1, [K+], [OH-]. Product: CN1CCc2c(c3cc(C(=O)O)ccc3n2CCc2ccc(CO)nc2)C1. As a reaction SMILES: [CH3:1][N:2]1[CH2:3][c:4]2[c:5]([nH:6][c:7]3[cH:8][cH:9][c:10]([C:13](=[O:14])[OH:15])[cH:11][c:12]23)[CH2:16][CH2:17]1.[CH3:30][N:31]1[CH2:32][CH2:33][CH2:34][C:35]1=[O:36].[CH:18](=[CH2:19])[c:20]1[cH:21][cH:22][c:23]([CH2:26][OH:27])[n:24][cH:25]1.[K+:29].[OH-:28]>>[CH3:1][N:2]1[CH2:3][c:4]2[c:5]([n:6]([CH2:19][CH2:18][c:20]3[cH:21][cH:22][c:23]([CH2:26][OH:27])[n:24][cH:25]3)[c:7]3[cH:8][cH:9][c:10]([C:13](=[O:14])[OH:15])[cH:11][c:12]23)[CH2:16][CH2:17]1. The reactants are ClC=1C=C(C=CC1OC)C(CC(=O)C=1C=NC=CC1)=O (1-(3-chloro-4-methoxy-phenyl)-3-pyridin-3-yl-propane-1,3-dione), C(O)(O)=O.NC(=N)N (guanidine carbonate). The solvent is petroleum ether, C1=CC=C(C=C1)C2=CC=CC=C2.C1=CC=C(C=C1)OC2=CC=CC=C2 (dowtherm). Run at temperature 30 celsius, time 1 hour. Product: ClC=1C=C(C=CC1OC)C1=NC(=NC(=C1)C=1C=NC=CC1)N (4-(3-chloro-4-methoxy-phenyl)-6-pyridin-3-yl-pyrimidin-2-ylamine). As a reaction SMILES: [Cl:1][C:2]1[CH:3]=[C:4]([C:10](=O)[CH2:11][C:12]([C:14]2[CH:15]=[N:16][CH:17]=[CH:18][CH:19]=2)=O)[CH:5]=[CH:6][C:7]=1[O:8][CH3:9].C(=O)(O)O.[NH2:25][C:26]([NH2:28])=[NH:27]>C1C=CC(C2C=CC=CC=2)=CC=1.C1C=CC(OC2C=CC=CC=2)=CC=1>[Cl:1][C:2]1[CH:3]=[C:4]([C:10]2[CH:11]=[C:12]([C:14]3[CH:15]=[N:16][CH:17]=[CH:18][CH:19]=3)[N:27]=[C:26]([NH2:28])[N:25]=2)[CH:5]=[CH:6][C:7]=1[O:8][CH3:9] |f:1.2,3.4|. Reported procedure: 4-(3-Chloro-4-methoxy-phenyl)-6-pyridin-3-yl-pyrimidin-2-yl amine was prepared by treateing 1-(3-chloro-4-methoxy-phenyl)-3-pyridin-3-yl-propane-1,3-dione (0.3 g, 1.0 mmol) with guanidine carbonate (0.21 g, 1.1 mmol) in dowtherm (7 mL) at 180° C. for 30 minutes. The mixture was cooled to temperature in the range of 20-40° C. and diluted with petroleum ether (25 mL). The mixture was stirred for 1 hour. The solid was filtered and dried to give the desired product. Starting materials: O=C1COC2=C(N1CC#C)C=C(C=C2)N2C(NC(=CC2=O)C(F)(F)F)=O (3-[3,4-dihydro-3-oxo-4-(2-propynyl)-2H-1,4-benzoxazin-6-yl]-6-trifluoromethyl-2,4-(1H,3H)-pyrimidinedione), P(=O)(Cl)(Cl)Cl (phosphorus oxychloride), N1=CC=CC=C1 (pyridine), ice. Run in C1(=CC=CC=C1)C (toluene). Reaction conditions: temperature 100 celsius. Yields the product ClC=1N(C(C=C(N1)C(F)(F)F)=O)C=1C=CC2=C(N(C(CO2)=O)CC#C)C1 (6-[2-chloro-6-oxo-4-trifluoromethyl-1(6H)-pyrimidinyl]-4-(2-propynyl)-2H-1,4-benzoxazin-3(4H)-one). RXN SMILES: N1C=CC=CC=1.[O:7]=[C:8]1[N:13]([CH2:14][C:15]#[CH:16])[C:12]2[CH:17]=[C:18]([N:21]3[C:26](=[O:27])[CH:25]=[C:24]([C:28]([F:31])([F:30])[F:29])[NH:23][C:22]3=O)[CH:19]=[CH:20][C:11]=2[O:10][CH2:9]1.P(Cl)(Cl)([Cl:35])=O>C1(C)C=CC=CC=1>[Cl:35][C:22]1[N:21]([C:18]2[CH:19]=[CH:20][C:11]3[O:10][CH2:9][C:8](=[O:7])[N:13]([CH2:14][C:15]#[CH:16])[C:12]=3[CH:17]=2)[C:26](=[O:27])[CH:25]=[C:24]([C:28]([F:31])([F:30])[F:29])[N:23]=1. Procedure details: 16.61 g of pyridine are added at 25° C. while stirring to a suspension of 25.55 g of 3-[3,4-dihydro-3-oxo-4-(2-propynyl)-2H-1,4-benzoxazin-6-yl]-6-trifluoromethyl-2,4(1H,3H)-pyrimidinedione (see Example 3) and 32.13 g of phosphorus oxychloride in 250 ml of toluene. The reaction mixture is heated to 100° C. for 6 hours, cooled to 25° C. and poured on to 500 g of ice. Subsequently, the aqueous mixture is extracted three times with 150 ml of ethyl acetate each time and the organic phase is washed n...